Task: describe an organic reaction: reactants, conditions, products, and yield. Dataset: the Open Reaction Database (ORD), a public repository of structured organic reaction records The reactants are ice water, C(C)(=O)O (acetic acid), C(C)I (ethyl iodide), O[C@H](C(=O)OC)[C@@H](C(=O)OC)C (dimethyl (2S,3S)-2-hydroxy-3-methylbutanedioate), C(C)(C)NC(C)C (diisopropylamine), C(CCC)[Li] (n-butyl lithium). Solvent: CCOCC (ether), O1CCCC1 (tetrahydrofuran), O1CCCC1 (tetrahydrofuran), hexanes. Reaction conditions: temperature 0 celsius, time 45 minute. Yields the product C(C)[C@@](C(=O)OC)([C@@H](C(=O)OC)O)C (dimethyl (2R,3S)-2-ethyl-3-hydroxy-2-methylbutanedioate). Isolated yield 6.8%. As a reaction SMILES: C(NC(C)C)(C)C.[CH2:8]([Li])[CH2:9][CH2:10][CH3:11].[OH:13][C@@H:14]([C@H](C)C(OC)=O)[C:15]([O:17][CH3:18])=[O:16].[CH2:25](I)C.[C:28]([OH:31])(=[O:30])C>O1CCCC1.CCOCC>[CH2:9]([C@:10]([CH3:11])([C@H:14]([OH:13])[C:15]([O:17][CH3:18])=[O:16])[C:28]([O:31][CH3:25])=[O:30])[CH3:8]. Reported procedure: A solution of 1.74 mL (12.4 mmol) of diisopropylamine in 20 mL of tetrahydrofuran was cooled to −78° C. before 7.75 mL (12.4 mmol) of 1.6 M n-butyl lithium in hexanes was added dropwise. The solution was allowed to warm to 0° C. briefly before being cooled to −78° C. A solution of dimethyl (2S,3S)-2-hydroxy-3-methylbutanedioate in 1 mL of tetrahydrofuran was then added dropwise. The reaction mixture was allowed to warm to −10° C., and was stirred for 45 min before being cooled to −78° C. To the ... Starting materials: COC(=O)Cc1cc(OC2CCN(C(=O)OC(C)(C)C)CC2)c2cc(F)ccc2c1, CO, Cl. The product is COC(=O)Cc1cc(OC2CCNCC2)c2cc(F)ccc2c1. RXN SMILES: [C:1]([O:2][C:3](=[O:4])[N:8]1[CH2:9][CH2:10][CH:11]([O:14][c:15]2[cH:16][c:17]([CH2:26][C:27](=[O:28])[O:29][CH3:30])[cH:18][c:19]3[cH:20][cH:21][c:22]([F:25])[cH:23][c:24]23)[CH2:12][CH2:13]1)([CH3:5])([CH3:6])[CH3:7].[CH3:32][OH:33].[ClH:31]>>[NH:8]1[CH2:9][CH2:10][CH:11]([O:14][c:15]2[cH:16][c:17]([CH2:26][C:27](=[O:28])[O:29][CH3:30])[cH:18][c:19]3[cH:20][cH:21][c:22]([F:25])[cH:23][c:24]23)[CH2:12][CH2:13]1. Procedure: The desired compound was prepared according to the procedure of Example A9, step H using N-[6-chloro-2,4,8,18,22-pentaazatetracyclo[14.3.1.1(3,7).1(9,13)]docosa-1(20),3(22),4,6,9(21),10,12,16,18-nonaen-12-yl]-2-piperidin-4-ylacetamide tris(trifluoroacetate) and benzyl isocyanate as starting materials in 35% yield. LCMS for C32H34ClN8O2 (M+H)+: m/z=597.2. The reactants are FC(C(=O)O)(F)F.FC(C(=O)O)(F)F.FC(C(=O)O)(F)F.ClC=1C=NC=2NC=3C=NC=C(CCC4=C(C=CC(NC1N2)=C4)NC(CC4CCNCC4)=O)C3 (N-[6-chloro-2,4,8,18,22-pentaazatetracyclo[14.3.1.1(3,7).1(9,13)]docosa-1(20),3(22),4,6,9(21),10,12,16,18-nonaen-12-yl]-2-piperidin-4-ylacetamide tris(trifluoroacetate)), C(C1=CC=CC=C1)N=C=O (benzyl isocyanate). Product: FC(C(=O)O)(F)F.FC(C(=O)O)(F)F.C(C1=CC=CC=C1)NC(=O)N1CCC(CC1)CC(=O)NC=1C=CC=2NC3=C(C=NC(NC=4C=NC=C(CCC1C2)C4)=N3)Cl (N-Benzyl-4-(2-{[6-chloro-2,4,8,18,22-pentaazatetracyclo[14.3.1.1(3,7).1(9,13)]docosa-1(20),3(22),4,6,9(21),10,12,16,18-nonaen-12-yl]amino}-2-oxoethyl)piperidine-1-carboxamide bis(trifluoroacetate)). Isolated yield 35.0%. As a reaction SMILES: [F:1][C:2]([F:7])([F:6])[C:3]([OH:5])=[O:4].[F:8][C:9]([F:14])([F:13])[C:10]([OH:12])=[O:11].FC(F)(F)C(O)=O.[Cl:22][C:23]1[CH:24]=[N:25][C:26]2[NH:27][C:28]3[CH:29]=[N:30][CH:31]=[C:32]([CH:54]=3)[CH2:33][CH2:34][C:35]3[CH:43]=[C:39]([NH:40][C:41]=1[N:42]=2)[CH:38]=[CH:37][C:36]=3[NH:44][C:45](=[O:53])[CH2:46][CH:47]1[CH2:52][CH2:51][NH:50][CH2:49][CH2:48]1.[CH2:55]([N:62]=[C:63]=[O:64])[C:56]1[CH:61]=[CH:60][CH:59]=[CH:58][CH:57]=1>>[F:1][C:2]([F:7])([F:6])[C:3]([OH:5])=[O:4].[F:8][C:9]([F:14])([F:13])[C:10]([OH:12])=[O:11].[CH2:55]([NH:62][C:63]([N:50]1[CH2:51][CH2:52][CH:47]([CH2:46][C:45]([NH:44][C:36]2[CH:37]=[CH:38][C:39]3[NH:40][C:41]4[N:42]=[C:26]([NH:27][C:28]5[CH:29]=[N:30][CH:31]=[C:32]([CH:54]=5)[CH2:33][CH2:34][C:35]=2[CH:43]=3)[N:25]=[CH:24][C:23]=4[Cl:22])=[O:53])[CH2:48][CH2:49]1)=[O:64])[C:56]1[CH:61]=[CH:60][CH:59]=[CH:58][CH:57]=1 |f:0.1.2.3,5.6.7|. Isolated yield 102.5%. The solvent is C(C)(=O)OCC (Ethyl acetate). Reported procedure: Ethyl acetate (2.0 mL) was added to dimethylcarbamic acid 4-fluoromethyl-3-(2-fluoro-3-nitrobenzyl)-2-oxo-2H-1-benzopyran-7-yl ester (20.5 mg) (6c-1-4), and tin(II) chloride dihydrate (60 mg) was added to the resultant suspension while stirring at room temperature. The suspension was heated under reflux for 1.5 hours, and after cooling to room temperature, saturated sodium hydrogen carbonate was added, and the mixture was extracted with ethyl acetate. The resultant organic layer extraction liqui... Product: NC=1C(=C(CC=2C(OC3=C(C2CF)C=CC(=C3)OC(N(C)C)=O)=O)C=CC1)F (Dimethylcarbamic acid 3-(3-amino-2-fluorobenzyl)-4-fluoromethyl-2-oxo-2H-1-benzopyran-7-yl ester). Reaction SMILES: [F:1][CH2:2][C:3]1[C:8]2[CH:9]=[CH:10][C:11]([O:13][C:14](=[O:18])[N:15]([CH3:17])[CH3:16])=[CH:12][C:7]=2[O:6][C:5](=[O:19])[C:4]=1[CH2:20][C:21]1[CH:26]=[CH:25][CH:24]=[C:23]([N+:27]([O-])=O)[C:22]=1[F:30].O.O.[Sn](Cl)Cl.C(=O)([O-])O.[Na+]>C(OCC)(=O)C>[NH2:27][C:23]1[C:22]([F:30])=[C:21]([CH:26]=[CH:25][CH:24]=1)[CH2:20][C:4]1[C:5](=[O:19])[O:6][C:7]2[CH:12]=[C:11]([O:13][C:14](=[O:18])[N:15]([CH3:17])[CH3:16])[CH:10]=[CH:9][C:8]=2[C:3]=1[CH2:2][F:1] |f:1.2.3,4.5|. Reactants: FCC1=C(C(OC2=C1C=CC(=C2)OC(N(C)C)=O)=O)CC2=C(C(=CC=C2)[N+](=O)[O-])F (dimethylcarbamic acid 4-fluoromethyl-3-(2-fluoro-3-nitrobenzyl)-2-oxo-2H-1-benzopyran-7-yl ester), O.O.[Sn](Cl)Cl (tin(II) chloride dihydrate), C(O)([O-])=O.[Na+] (sodium hydrogen carbonate), resultant suspension. Reactants: CC(O)c1cc(Br)cnc1Cl, ClCCl, c1ccncc1. The product is CC(=O)c1cc(Br)cnc1Cl. As a reaction SMILES: [Br:7][c:8]1[cH:9][c:10]([CH:15]([CH3:16])[OH:17])[c:11]([Cl:14])[n:12][cH:13]1.[Cl:18][CH2:19][Cl:20].[cH:1]1[cH:2][cH:3][n:4][cH:5][cH:6]1>>[Br:7][c:8]1[cH:9][c:10]([C:15]([CH3:16])=[O:17])[c:11]([Cl:14])[n:12][cH:13]1. Yield: 83.1%. The solvent is C1(=CC=CC=C1)C (toluene). Starting materials: C(C)(OC)(OC)OC (Trimethyl orthoacetate), NC=1C(=NC(=C(C1NCCOCCNC(OC(C)(C)C)=O)C)C)OC1=CC=CC=C1 (tert-butyl 2-{2-[(3-amino-5,6-dimethyl-2-phenoxypyridin-4-yl)amino]ethoxy}ethylcarbamate), Cl.N1=CC=CC=C1 (pyridine hydrochloride). Yields the product CC=1N(C2=C(C(=NC(=C2C)C)OC2=CC=CC=C2)N1)CCOCCNC(OC(C)(C)C)=O (tert-butyl 2-[2-(2,6,7-trimethyl-4-phenoxy-1H-imidazo[4,5-c]pyridin-1-yl)ethoxy]ethylcarbamate). Procedure details: Trimethyl orthoacetate (3.55 mL, 28.27 mmol), tert-butyl 2-{2-[(3-amino-5,6-dimethyl-2-phenoxypyridin-4-yl)amino]ethoxy}ethylcarbamate (11.21 g, 26.92 mmol), pyridine hydrochloride (1.12 g) and toluene (120 mL) were combined and heated at reflux for 2.5 hours. The reaction mixture was concentrated under reduced pressure. The residue was dissolved in ethyl acetate (300 mL), washed with water (3×100 mL) and brine (1×100 mL), dried over magnesium sulfate and then concentrated under reduced pressure... Reaction SMILES: [C:1](OC)(OC)(OC)[CH3:2].[NH2:9][C:10]1[C:11]([O:32][C:33]2[CH:38]=[CH:37][CH:36]=[CH:35][CH:34]=2)=[N:12][C:13]([CH3:31])=[C:14]([CH3:30])[C:15]=1[NH:16][CH2:17][CH2:18][O:19][CH2:20][CH2:21][NH:22][C:23](=[O:29])[O:24][C:25]([CH3:28])([CH3:27])[CH3:26].Cl.N1C=CC=CC=1>C1(C)C=CC=CC=1>[CH3:1][C:2]1[N:16]([CH2:17][CH2:18][O:19][CH2:20][CH2:21][NH:22][C:23](=[O:29])[O:24][C:25]([CH3:26])([CH3:27])[CH3:28])[C:15]2[C:14]([CH3:30])=[C:13]([CH3:31])[N:12]=[C:11]([O:32][C:33]3[CH:34]=[CH:35][CH:36]=[CH:37][CH:38]=3)[C:10]=2[N:9]=1 |f:2.3|. Reactants: [Al+3], C1CCOC1, CC(=O)CCCN1CCN(C(c2ccccc2)c2ccccc2)CC1, [H-], [H-], [H-], [H-], [Li+]. Product: CC(O)CCCN1CCN(C(c2ccccc2)c2ccccc2)CC1. Reaction SMILES: [Al+3:2].[CH2:32]1[O:33][CH2:34][CH2:35][CH2:36]1.[CH:7]([c:8]1[cH:9][cH:10][cH:11][cH:12][cH:13]1)([c:14]1[cH:15][cH:16][cH:17][cH:18][cH:19]1)[N:20]1[CH2:21][CH2:22][N:23]([CH2:26][CH2:27][CH2:28][C:29]([CH3:30])=[O:31])[CH2:24][CH2:25]1.[H-:1].[H-:4].[H-:5].[H-:6].[Li+:3]>>[CH:7]([c:8]1[cH:9][cH:10][cH:11][cH:12][cH:13]1)([c:14]1[cH:15][cH:16][cH:17][cH:18][cH:19]1)[N:20]1[CH2:21][CH2:22][N:23]([CH2:26][CH2:27][CH2:28][CH:29]([CH3:30])[OH:31])[CH2:24][CH2:25]1. The product is N#CC1(c2cccc(OCCCN3CCCC3)c2)CCOCC1. RXN SMILES: [Cl:16][CH2:17][CH2:18][CH2:19][N:20]1[CH2:21][CH2:22][CH2:23][CH2:24]1.[K+:25].[K+:26].[O-:27][C:28]([O-:29])=[O:30].[O:31]=[CH:32][N:33]([CH3:34])[CH3:35].[OH:1][c:2]1[cH:3][c:4]([C:8]2([C:14]#[N:15])[CH2:9][CH2:10][O:11][CH2:12][CH2:13]2)[cH:5][cH:6][cH:7]1>>[O:1]([c:2]1[cH:3][c:4]([C:8]2([C:14]#[N:15])[CH2:9][CH2:10][O:11][CH2:12][CH2:13]2)[cH:5][cH:6][cH:7]1)[CH2:17][CH2:18][CH2:19][N:20]1[CH2:21][CH2:22][CH2:23][CH2:24]1. The reactants are ClCCCN1CCCC1, [K+], [K+], O=C([O-])[O-], CN(C)C=O, N#CC1(c2cccc(O)c2)CCOCC1.